describe an organic reaction: reactants, conditions, products, and yield From a dataset of the Open Reaction Database (ORD), a public repository of structured organic reaction records. Reactants: CCC(C)O, CCN(C(C)C)C(C)C, O=c1cc(Cl)nc[nH]1, O=C(OCc1ccccc1)N1CCNCC1. Product: O=C(OCc1ccccc1)N1CCN(c2cc(=O)[nH]cn2)CC1. As a reaction SMILES: [CH3:34][CH:35]([OH:36])[CH2:37][CH3:38].[CH:25]([N:26]([CH:27]([CH3:28])[CH3:29])[CH2:30][CH3:31])([CH3:32])[CH3:33].[Cl:1][c:2]1[cH:3][c:4](=[O:8])[nH:5][cH:6][n:7]1.[N:9]1([C:15](=[O:16])[O:17][CH2:18][c:19]2[cH:20][cH:21][cH:22][cH:23][cH:24]2)[CH2:10][CH2:11][NH:12][CH2:13][CH2:14]1>>[c:2]1([N:12]2[CH2:11][CH2:10][N:9]([C:15](=[O:16])[O:17][CH2:18][c:19]3[cH:20][cH:21][cH:22][cH:23][cH:24]3)[CH2:14][CH2:13]2)[cH:3][c:4](=[O:8])[nH:5][cH:6][n:7]1. Starting materials: [Cl-].C(C)(C)C1=C(C(=CC=C1)C(C)C)[N+]1=CN(C=C1)C1=C(C=CC=C1C(C)C)C(C)C (1,3-bis(2,6-di-i-propylphenyl)imidazolium chloride), CC(C)([O-])C.[Na+] (sodium t-butoxide), C(C)(C)(C)OC(=O)N1CC(NCC1)(C(=O)O)C (3-Methyl-piperazine-1,3-dicarboxylic acid 1-tert-butyl ester), BrC1=NC=C(C=C1)C(F)(F)F (2-Bromo-5-trifluoromethyl-pyridine), tri(dibenzylideneacetone)dipalladium(0). Solvent: C1(=CC=CC=C1)C (toluene). Run at temperature 100 celsius, time 5 hour. Yields the product COC(=O)C1CN(CCN1C1=NC=C(C=C1)C(F)(F)F)C(=O)OC(C)(C)C (4-(5-Trifluoromethyl-pyridin-2-yl)-piperazine-1,3-dicarboxylic acid 1-tert-butyl ester 3-methyl ester). Isolated yield 282.5%. As a reaction SMILES: [C:1]([O:5][C:6]([N:8]1[CH2:13][CH2:12][NH:11][C:10](C)([C:14]([OH:16])=[O:15])[CH2:9]1)=[O:7])([CH3:4])([CH3:3])[CH3:2].Br[C:19]1[CH:24]=[CH:23][C:22]([C:25]([F:28])([F:27])[F:26])=[CH:21][N:20]=1.[Cl-].[CH:30](C1C=CC=C(C(C)C)C=1[N+]1C=CN(C2C(C(C)C)=CC=CC=2C(C)C)C=1)(C)C.CC(C)([O-])C.[Na+]>C1(C)C=CC=CC=1>[CH3:30][O:16][C:14]([CH:10]1[N:11]([C:19]2[CH:24]=[CH:23][C:22]([C:25]([F:28])([F:27])[F:26])=[CH:21][N:20]=2)[CH2:12][CH2:13][N:8]([C:6]([O:5][C:1]([CH3:2])([CH3:3])[CH3:4])=[O:7])[CH2:9]1)=[O:15] |f:2.3,4.5|. Procedure: 3-Methyl-piperazine-1,3-dicarboxylic acid 1-tert-butyl ester (120 mg, 0.49 mmol) and 2-Bromo-5-trifluoromethyl-pyridine (133 mg, 0.59 mmol) were dissolved in 2.0 mL of anhydrous toluene (degassed). In a separate, septum-equipped vial were placed tri(dibenzylideneacetone)dipalladium(0) (22 mg, 0.024 mmol), 1,3-bis(2,6-di-i-propylphenyl)imidazolium chloride (42 mg, 0.1 mmol) and sodium t-butoxide (57 mg, 0.59 mmol). This “catalytic” vial was equipped with a magnetic stir bar and flushed with dry n... Reactants: NCC(=O)OCC1=CC=CC=C1.Cl (H-Gly-OBn.HCl), TEA, C1=CC(=CC=C1NC(=O)C(=O)O)[N+](=O)O.N[C@@H](CCCCN(C(=O)OC(C)(C)C)C(=O)OC(C)(C)C)C(=O)O (PNPO Lys(Boc)2). Solvent: CN(C)C=O (DMF). The product is C(C1=CC=CC=C1)ONCC(=O)N[C@@H](CCCCN(C(=O)OC(C)(C)C)C(=O)OC(C)(C)C)C(=O)O (BnO-GlyLys[Boc]2). The yield is 101.6%. RXN SMILES: NCC([O:5][CH2:6][C:7]1[CH:12]=[CH:11][CH:10]=[CH:9][CH:8]=1)=O.Cl.C1C([NH:20][C:21]([C:23](O)=[O:24])=O)=CC=C([N+](O)=O)C=1.[NH2:29][C@H:30]([C:50]([OH:52])=[O:51])[CH2:31][CH2:32][CH2:33][CH2:34][N:35]([C:43]([O:45][C:46]([CH3:49])([CH3:48])[CH3:47])=[O:44])[C:36]([O:38][C:39]([CH3:42])([CH3:41])[CH3:40])=[O:37]>CN(C=O)C>[CH2:6]([O:5][NH:20][CH2:21][C:23]([NH:29][C@H:30]([C:50]([OH:52])=[O:51])[CH2:31][CH2:32][CH2:33][CH2:34][N:35]([C:43]([O:45][C:46]([CH3:49])([CH3:48])[CH3:47])=[O:44])[C:36]([O:38][C:39]([CH3:42])([CH3:41])[CH3:40])=[O:37])=[O:24])[C:7]1[CH:8]=[CH:9][CH:10]=[CH:11][CH:12]=1 |f:0.1,2.3|. Reported procedure: To a magnetically stirred solution of H-Gly-OBn.HCl (2.50 g, 12.4 mmol) in DMF (80 ml) was added TEA (4.4 ml, 31.0 mmol) followed by PNPO-Lys(Boc)2 (6.96 g, 14.9 mmol). The reaction and product isolation were carried out according to the method of Example 72.i to give BnO-GlyLys[Boc]2 as a pale yellow foam (6.42 g, 105%). Reactants: OC1C(N(CC1)CC(=O)N)=O ((R/S)-2-(3-hydroxy-2-oxo-1-pyrrolidinyl)acetamide), O[C@@H]1CN(CC1)CC(=O)OCC (ethyl (S)-(-)-2-(3-hydroxy-1-pyrrolidinyl)-acetate). Product: O[C@@H]1C(N(CC1)CC(=O)N)=O ((S)-(-)-2-(3-hydroxy-2-oxo-1-pyrrolidinyl)acetamide). Reaction SMILES: [OH:1][CH:2]1[CH2:6][CH2:5][N:4]([CH2:7][C:8]([NH2:10])=[O:9])[C:3]1=[O:11].O[C@H]1CCN(CC(OCC)=O)C1>>[OH:1][C@H:2]1[CH2:6][CH2:5][N:4]([CH2:7][C:8]([NH2:10])=[O:9])[C:3]1=[O:11]. Procedure: According to the process described in paragraph (b) of Example 1, from ethyl (S)-(-)-2-(3-hydroxy-1-pyrrolidinyl)-acetate there is obtained (S)-(-)-2-(3-hydroxy-2-oxo-1-pyrrolidinyl)acetamide which has a melting point of 197°-198°; [α]D20 =-82°, [α]54620 =-99°, [α]36520 =-313° (dimethylformamide c=1.00). The reactants are C(C)(C)(C)OC(=O)N[C@@H](CC1=CC=C(C=C1)OC(C)(C)C)C(=O)O (N-(tert-butyloxycarbonyl)-O-(tert-butyl)-L-tyrosine), Cl.CSCCCN(C([C@H](N)C)=O)CCCC1=CC=CC=C1 (N-[3-(methylthio)propyl]-N-(3-phenylpropyl)-D-alaninamide hydrochloride). Product: C(C)(C)(C)OC(=O)N[C@@H](CC1=CC=C(C=C1)OC(C)(C)C)C(=O)N[C@H](C)C(=O)N(CCCC1=CC=CC=C1)CCCSC (N-(tert-butyloxycarbonyl)-O-(tert-butyl)-L-tyrosyl-N-[3-(methylthio)propyl]-N-(3-phenylpropyl)-D-alaninamide). As a reaction SMILES: [C:1]([O:5][C:6]([NH:8][C@H:9]([C:22]([OH:24])=O)[CH2:10][C:11]1[CH:16]=[CH:15][C:14]([O:17][C:18]([CH3:21])([CH3:20])[CH3:19])=[CH:13][CH:12]=1)=[O:7])([CH3:4])([CH3:3])[CH3:2].Cl.[CH3:26][S:27][CH2:28][CH2:29][CH2:30][N:31]([CH2:37][CH2:38][CH2:39][C:40]1[CH:45]=[CH:44][CH:43]=[CH:42][CH:41]=1)[C:32](=[O:36])[C@@H:33]([CH3:35])[NH2:34]>>[C:1]([O:5][C:6]([NH:8][C@H:9]([C:22]([NH:34][C@@H:33]([C:32]([N:31]([CH2:30][CH2:29][CH2:28][S:27][CH3:26])[CH2:37][CH2:38][CH2:39][C:40]1[CH:41]=[CH:42][CH:43]=[CH:44][CH:45]=1)=[O:36])[CH3:35])=[O:24])[CH2:10][C:11]1[CH:12]=[CH:13][C:14]([O:17][C:18]([CH3:20])([CH3:21])[CH3:19])=[CH:15][CH:16]=1)=[O:7])([CH3:4])([CH3:3])[CH3:2] |f:1.2|. Procedure: By the method of part B of Example 8, N-(tert-butyloxycarbonyl)-O-(tert-butyl)-L-tyrosine (1.50 g.) was condensed with N-[3-(methylthio)propyl]-N-(3-phenylpropyl)-D-alaninamide hydrochloride (1.470 g.), affording N-(tert-butyloxycarbonyl)-O-(tert-butyl)-L-tyrosyl-N-[3-(methylthio)propyl]-N-(3-phenylpropyl)-D-alaninamide as a viscous oil (2.716 g.). ##STR21##